This data is from the Open Reaction Database (ORD), a public repository of structured organic reaction records. The task is: describe an organic reaction: reactants, conditions, products, and yield The reactants are CC1=CC=C(C=C1)C(CC(=O)OC)=O (methyl 3-(4-methylphenyl)-3-oxopropanoate), CCO (EtOH), C(=C)C(=O)C (methyl vinyl ketone). The reagents and catalysts are CC[O-].[Na+] (NaOEt). Reaction conditions: time 30 minute. Yields the product CC1=CC=C(C=C1)C(=O)C(C(=O)OCC)CCC(C)=O (ethyl 2-((4-methylphenyl)carbonyl)-5-oxohexanoate). As a reaction SMILES: [CH3:1][C:2]1[CH:7]=[CH:6][C:5]([C:8](=[O:14])[CH2:9][C:10]([O:12][CH3:13])=[O:11])=[CH:4][CH:3]=1.[CH:15]([C:17]([CH3:19])=[O:18])=[CH2:16].[CH3:20]CO>CC[O-].[Na+]>[CH3:1][C:2]1[CH:3]=[CH:4][C:5]([C:8]([CH:9]([CH2:16][CH2:15][C:17](=[O:18])[CH3:19])[C:10]([O:12][CH2:13][CH3:20])=[O:11])=[O:14])=[CH:6][CH:7]=1 |f:3.4|. Reported procedure: To a stirred solution of methyl 3-(4-methylphenyl)-3-oxopropanoate(2.28 g, 11.1 mmol) in EtOH(10 ml), NaOEt(11 mg, 0.16 mmol) was added and methyl vinyl ketone(2.0 g, 27.8 mmol) was added dropwise less than 25° C. After stirring the reaction mixture for 30 min. less than 25° C., the solvent was evaporated under reduced pressure. Dil.HCl aq. was added to the residue and extracted by EtOAc. The organic layer was washed with water and brine, dried over MgSO4. After removal of the solvent, the resid...